From a dataset of the Open Reaction Database (ORD), a public repository of structured organic reaction records. describe an organic reaction: reactants, conditions, products, and yield Reactants: KHCO3, N[C@@H](CSCC1=CC=C(C)C=C1)C(=O)N[C@@H]([C@H](O)C)CO.FC(F)(F)C(=O)O (H-Cys(MBzl)-Thr-ol trifluoroacetate), CN1CCOCC1 (N-methylmorpholine), C(C(C)C)OC(=O)Cl (chloroformic acid isobutyl-ester), N([C@@H]([C@H](O)C)C(=O)O)C(=O)OC(C)(C)C (Boc-Thr-OH), CN1CCOCC1 (N-methyl-morpholine). Solvent: C1CCOC1 (THF), C1CCOC1 (THF). Conditions: temperature -25 celsius, time 5 minute. Product: N([C@@H]([C@H](O)C)C(=O)N[C@@H](CSCC1=CC=C(C)C=C1)C(=O)N[C@@H]([C@H](O)C)CO)C(=O)OC(C)(C)C (BOC-Thr-Cys(MBzl)-Thr-ol). Reaction SMILES: C(OC(Cl)=O)C(C)C.[NH:9]([C:17]([O:19][C:20]([CH3:23])([CH3:22])[CH3:21])=[O:18])[C@H:10]([C:14]([OH:16])=O)[C@@H:11]([CH3:13])[OH:12].CN1CCOCC1.[NH2:31][C@H:32]([C:43]([NH:45][C@H:46]([CH2:50][OH:51])[C@@H:47]([CH3:49])[OH:48])=[O:44])[CH2:33][S:34][CH2:35][C:36]1[CH:42]=[CH:41][C:39]([CH3:40])=[CH:38][CH:37]=1.FC(C(O)=O)(F)F>C1COCC1>[NH:9]([C:17]([O:19][C:20]([CH3:23])([CH3:22])[CH3:21])=[O:18])[C@H:10]([C:14]([NH:31][C@H:32]([C:43]([NH:45][C@H:46]([CH2:50][OH:51])[C@@H:47]([CH3:49])[OH:48])=[O:44])[CH2:33][S:34][CH2:35][C:36]1[CH:42]=[CH:41][C:39]([CH3:40])=[CH:38][CH:37]=1)=[O:16])[C@@H:11]([CH3:13])[OH:12] |f:3.4|. Procedure: 5.9 ml chloroformic acid isobutyl-ester are added drop-wise to a solution of 9.7 g Boc-Thr-OH and 9.4 ml N-methyl-morpholine in 50 ml THF pre-cooled to -25° C. The solution is stirred for 5 min. at -15° C. and a solution of 20 g H-Cys(MBzl)-Thr-ol trifluoroacetate and 9.8 ml N-methylmorpholine in 50 ml THF, pre-cooled to -10° C. are added. The reaction mixture is stirred for 2 hrs. at 0° C., and for 2 hrs. at room temperature. 20 ml 10% KHCO3 are added and the mixture concentrated under vacuum. ... The reactants are O=C(O)CCC(=O)c1ccc(Cl)cc1, [K+], NN, [OH-], O, OCCOCCO. The product is O=C(O)CCCc1ccc(Cl)cc1. RXN SMILES: [Cl:1][c:2]1[cH:3][cH:4][c:5]([C:6](=[O:7])[CH2:8][CH2:9][C:10](=[O:11])[OH:12])[cH:13][cH:14]1.[K+:16].[NH2:18][NH2:19].[OH-:15].[OH2:17].[OH:20][CH2:21][CH2:22][O:23][CH2:24][CH2:25][OH:26]>>[Cl:1][c:2]1[cH:3][cH:4][c:5]([CH2:6][CH2:8][CH2:9][C:10](=[O:11])[OH:12])[cH:13][cH:14]1. Reactants: CCC(C)c1cccc(C(C)CC)c1O, Cl. The product is CCC(C)c1ccccc1O. As a reaction SMILES: [CH:1]([CH3:2])([CH2:3][CH3:4])[c:5]1[c:6]([OH:15])[c:7]([CH:11]([CH2:12][CH3:13])[CH3:14])[cH:8][cH:9][cH:10]1.[ClH:16]>>[CH:1]([CH3:2])([CH2:3][CH3:4])[c:5]1[c:6]([OH:15])[cH:7][cH:8][cH:9][cH:10]1. The reactants are C1CCC2=NCCCN2CC1, CS(C)=O, Nc1nc(Cl)cc2nc(-c3ccco3)nn12, CC(C)(O)CN1CCNCC1. Product: CC(C)(O)CN1CCN(c2cc3nc(-c4ccco4)nn3c(N)n2)CC1. Reaction SMILES: [CH2:17]1[CH2:18][CH2:19][C:20]2=[N:25][CH2:24][CH2:23][CH2:22][N:21]2[CH2:26][CH2:27]1.[CH3:39][S:40]([CH3:41])=[O:42].[NH2:1][c:2]1[n:3][c:4]([Cl:16])[cH:5][c:6]2[n:7]1[n:8][c:9](-[c:11]1[o:12][cH:13][cH:14][cH:15]1)[n:10]2.[OH:28][C:29]([CH2:30][N:31]1[CH2:32][CH2:33][NH:34][CH2:35][CH2:36]1)([CH3:37])[CH3:38]>>[NH2:1][c:2]1[n:3][c:4]([N:34]2[CH2:33][CH2:32][N:31]([CH2:30][C:29]([OH:28])([CH3:37])[CH3:38])[CH2:36][CH2:35]2)[cH:5][c:6]2[n:7]1[n:8][c:9](-[c:11]1[o:12][cH:13][cH:14][cH:15]1)[n:10]2. Starting materials: ice water, N1CCOCC1 (Morpholine), Cl.C(C)N=C=NCCCN(C)C (1-ethyl-3-(3-dimethylaminopropyl)carbodiimide hydrochloride), COC=1C(C(=C(C(C1OC)=O)CC=1C(=C(C(=O)O)C=CC1)OC(C)=O)C)=O (3-(5,6-dimethoxy-3-methyl-1,4-benzoquinon-2-yl)methyl-2-acetoxybenzoic acid). Solvent: C(Cl)Cl (methylene chloride). Conditions: time 12 hour. Product: COC=1C(C(=C(C(C1OC)=O)CC=1C(=C(C(=O)N2CCOCC2)C=CC1)OC(C)=O)C)=O (N-[3-(5,6-Dimethoxy-3-methyl-1,4-benzoquinon-2-yl)methyl-2-acetoxybenzoyl]morpholine). The yield is 39.0%. Reaction SMILES: [NH:1]1[CH2:6][CH2:5][O:4][CH2:3][CH2:2]1.Cl.C(N=C=NCCCN(C)C)C.[CH3:19][O:20][C:21]1[C:22](=[O:45])[C:23]([CH3:44])=[C:24]([CH2:30][C:31]2[C:32]([O:40][C:41](=[O:43])[CH3:42])=[C:33]([CH:37]=[CH:38][CH:39]=2)[C:34](O)=[O:35])[C:25](=[O:29])[C:26]=1[O:27][CH3:28]>C(Cl)Cl>[CH3:19][O:20][C:21]1[C:22](=[O:45])[C:23]([CH3:44])=[C:24]([CH2:30][C:31]2[C:32]([O:40][C:41](=[O:43])[CH3:42])=[C:33]([CH:37]=[CH:38][CH:39]=2)[C:34]([N:1]2[CH2:6][CH2:5][O:4][CH2:3][CH2:2]2)=[O:35])[C:25](=[O:29])[C:26]=1[O:27][CH3:28] |f:1.2|. Procedure details: Morpholine (0.176 g, 2.02 mmol) and 1-ethyl-3-(3-dimethylaminopropyl)carbodiimide hydrochloride (0.581 g, 3.03 mmol) were added to a methylene chloride solution (50 ml) of 3-(5,6-dimethoxy-3-methyl-1,4-benzoquinon-2-yl)methyl-2-acetoxybenzoic acid (0.380 g, 1.01 mmol) and the resulting solution was stirred at room temperature for 12 hours. The reaction solution was poured into ice water and then extracted with methylene chloride. The extract was washed with water and then dried, and the solvent ...